From a dataset of the Open Reaction Database (ORD), a public repository of structured organic reaction records. describe an organic reaction: reactants, conditions, products, and yield Starting materials: C1CCNC1, CN(C)C=O, CCOC(=O)c1cn(C)c2cnc3cc(F)c(F)cc3c2c1=O, O. Product: CCOC(=O)c1cn(C)c2cnc3cc(N4CCCC4)c(F)cc3c2c1=O. RXN SMILES: [CH2:24]1[CH2:25][CH2:26][NH:27][CH2:28]1.[CH3:30][N:31]([CH3:32])[CH:33]=[O:34].[F:1][c:2]1[cH:3][c:4]2[c:5]([c:6]3[c:7](=[O:20])[c:8]([C:15](=[O:16])[O:17][CH2:18][CH3:19])[cH:9][n:10]([CH3:14])[c:11]3[cH:12][n:13]2)[cH:21][c:22]1[F:23].[OH2:29]>>[c:2]1([N:27]2[CH2:26][CH2:25][CH2:24][CH2:28]2)[cH:3][c:4]2[c:5]([c:6]3[c:7](=[O:20])[c:8]([C:15](=[O:16])[O:17][CH2:18][CH3:19])[cH:9][n:10]([CH3:14])[c:11]3[cH:12][n:13]2)[cH:21][c:22]1[F:23].